This data is from the Open Reaction Database (ORD), a public repository of structured organic reaction records. The task is: describe an organic reaction: reactants, conditions, products, and yield Starting materials: COc1cc([N+](=O)[O-])ccc1OCCN1CCC(C)CC1, CO, ClCCl. Product: COc1cc(N)ccc1OCCN1CCC(C)CC1. RXN SMILES: [CH3:1][O:2][c:3]1[c:4]([O:5][CH2:6][CH2:7][N:8]2[CH2:9][CH2:10][CH:11]([CH3:14])[CH2:12][CH2:13]2)[cH:15][cH:16][c:17]([N+:19]([O-:20])=[O:21])[cH:18]1.[CH3:22][OH:23].[Cl:24][CH2:25][Cl:26]>>[CH3:1][O:2][c:3]1[c:4]([O:5][CH2:6][CH2:7][N:8]2[CH2:9][CH2:10][CH:11]([CH3:14])[CH2:12][CH2:13]2)[cH:15][cH:16][c:17]([NH2:19])[cH:18]1. The reactants are [I-].CSC=1SC[C@H]2[N+]1CC=1C=CC=CC1C2 ((S)-3-Methylthio-1,5,10,10a-tetrahydrothiazolo-[3,4-b]isoquinolinium iodide), NC=1SC(=CN1)CC(=O)OCC (ethyl (2-aminothiazol-5-yl)acetate). The solvent is N1=CC=CC=C1 (pyridine). Reaction conditions: temperature 0 celsius, time 48 hour. Product: C(C)OC(=O)CC1=CN=C(S1)N=C1SC[C@H]2N1CC=1C=CC=CC1C2 ((S)-3-[(5-ethoxycarbonylmethylthiazol-2-yl)imino-]-1,5,10,10a-tetrahydrothiazolo[3,4-b]isoquinoline). Yield: 77.2%. As a reaction SMILES: [I-].CS[C:4]1[S:5][CH2:6][C@@H:7]2[CH2:16][C:15]3[CH:14]=[CH:13][CH:12]=[CH:11][C:10]=3[CH2:9][N+:8]=12.[NH2:17][C:18]1[S:19][C:20]([CH2:23][C:24]([O:26][CH2:27][CH3:28])=[O:25])=[CH:21][N:22]=1>N1C=CC=CC=1>[CH2:27]([O:26][C:24]([CH2:23][C:20]1[S:19][C:18]([N:17]=[C:4]2[N:8]3[CH2:9][C:10]4[CH:11]=[CH:12][CH:13]=[CH:14][C:15]=4[CH2:16][C@H:7]3[CH2:6][S:5]2)=[N:22][CH:21]=1)=[O:25])[CH3:28] |f:0.1|. Procedure: (S)-3-Methylthio-1,5,10,10a-tetrahydrothiazolo-[3,4-b]isoquinolinium iodide (10 g) is added to a solution of ethyl (2-aminothiazol-5-yl)acetate (5.1 g) in pyridine (150 cc). After 48 hours at a temperature of the order of 20° C., the solution is concentrated to dryness under reduced pressure (25 mm Hg; 3.3 kPa). The residue is dissolved in a mixture of methylene chloride (200 cc) and N sodium hydroxide solution (100 cc). The organic phase is decanted off, washed with water (3×50 cc), dried over ... Starting materials: [N+](=O)([O-])C=1C=C2CC(NC2=CC1)=O (5-nitrooxindol), [H-].[Na+] (sodium hydride), C(C)OC(C1=CN=C(C=C1)Cl)=O (6-chloronicotinic acid ethyl ester). The solvent is O (water), [NH4+].[Cl-] (NH4Cl), C[N-]C (N,N-dimethylamide). Run at temperature 135 celsius, time 10 minute. The product is OC=1NC2=CC=C(C=C2C1C1=NC=C(C(=O)OCC)C=C1)[N+](=O)[O-] (Ethyl 6-(2-hydroxy-5-nitro-1H-indol-3-yl)nicotinate). Isolated yield 46.6%. Reaction SMILES: [N+:1]([C:4]1[CH:5]=[C:6]2[C:10](=[CH:11][CH:12]=1)[NH:9][C:8](=[O:13])[CH2:7]2)([O-:3])=[O:2].[H-].[Na+].[CH2:16]([O:18][C:19](=[O:27])[C:20]1[CH:25]=[CH:24][C:23](Cl)=[N:22][CH:21]=1)[CH3:17]>C[N-]C.O.[NH4+].[Cl-]>[OH:13][C:8]1[NH:9][C:10]2[C:6]([C:7]=1[C:23]1[CH:24]=[CH:25][C:20]([C:19]([O:18][CH2:16][CH3:17])=[O:27])=[CH:21][N:22]=1)=[CH:5][C:4]([N+:1]([O-:3])=[O:2])=[CH:12][CH:11]=2 |f:1.2,6.7|. Procedure details: To a cooled solution of 5-nitrooxindol (5.27 g, 29.6 mmol) in N,N-dimethylamide (50 mL) was added sodium hydride (1.4 g, 35 mmol) during 5 min at 0° C. After 10 min at 0° C., 6-chloronicotinic acid ethyl ester (5.0 g, 26.9 mmol) was added dropwise and the reaction was heated to 135° C. for 45 min. The mixture was diluted with water (200 mL) and saturated NH4Cl(aq) (100 mL). The formed precipitate was filtrated and washed with water, methanol, ethyl acetate and diethyl ether. The residual green y...